Dataset: the Open Reaction Database (ORD), a public repository of structured organic reaction records. Task: describe an organic reaction: reactants, conditions, products, and yield Starting materials: Cl (Hydrogen chloride), C(C)(C)(C)OC(N[C@@H]1C(NC2=C(SC1)C(=CC=C2)N)=O)=O (((R)-9-amino-4-oxo-2,3,4,5-tetrahydro-benzo[b][1,4]thiazepin-3-yl)-carb amic acid tert-butyl ester). Solvent: O1CCOCC1 (dioxane). The product is Cl.Cl.N[C@@H]1C(NC2=C(SC1)C(=CC=C2)N)=O ((R)-3,9-diamino-2,3-dihydro-5H-benzo[b][1,4]thiazepin-4-one dihydrochloride). Yield: 99.0%. Reaction SMILES: [ClH:1].C(OC(=O)[NH:8][C@H:9]1[CH2:15][S:14][C:13]2[C:16]([NH2:20])=[CH:17][CH:18]=[CH:19][C:12]=2[NH:11][C:10]1=[O:21])(C)(C)C>O1CCOCC1>[ClH:1].[ClH:1].[NH2:8][C@H:9]1[CH2:15][S:14][C:13]2[C:16]([NH2:20])=[CH:17][CH:18]=[CH:19][C:12]=2[NH:11][C:10]1=[O:21] |f:3.4.5|. Procedure details: Hydrogen chloride gas was bubbled for 1 min. into a solution of ((R)-9-amino-4-oxo-2,3,4,5-tetrahydro-benzo[b][1,4]thiazepin-3-yl)-carb amic acid tert-butyl ester (560 mg, 1.8 mmol) in dioxane (15 mL) at 0° C. and the reaction was warmed to RT. After 1 h the mixture was concentrated and the residue was triturated with Et2O. The resulting solid was filtered, washed with hexanes and dried to give (R)-3,9-diamino-2,3-dihydro-5H-benzo[b][1,4]thiazepin-4-one dihydrochloride (500 mg. 99%). Product: CCOc1cc(C(N)=O)ccc1OC. Reactants: CCOc1cc(C(=O)O)ccc1OC, CN(C)C=O, O=C(Cl)C(=O)Cl, ClCCl. As a reaction SMILES: [CH2:1]([CH3:2])[O:3][c:4]1[cH:5][c:6]([C:7](=[O:8])[OH:9])[cH:10][cH:11][c:12]1[O:13][CH3:14].[CH3:21][N:22]([CH3:23])[CH:24]=[O:25].[Cl:15][C:16]([C:17]([Cl:18])=[O:19])=[O:20].[Cl:26][CH2:27][Cl:28]>>[CH2:1]([CH3:2])[O:3][c:4]1[cH:5][c:6]([C:7](=[O:8])[NH2:22])[cH:10][cH:11][c:12]1[O:13][CH3:14]. The reactants are Cc1cc(OCc2ccccc2)c(C2(O)OC(COCc3ccccc3)C(OCc3ccccc3)C(OCc3ccccc3)C2OCc2ccccc2)cc1C1OCCO1, Cl, C1CCOC1, O. Yields the product Cc1cc(OCc2ccccc2)c(C2(O)OC(COCc3ccccc3)C(OCc3ccccc3)C(OCc3ccccc3)C2OCc2ccccc2)cc1C=O. As a reaction SMILES: [CH2:6]([c:7]1[cH:8][cH:9][cH:10][cH:11][cH:12]1)[O:13][CH:14]1[C:15]([OH:16])([c:46]2[c:47]([O:58][CH2:59][c:60]3[cH:61][cH:62][cH:63][cH:64][cH:65]3)[cH:48][c:49]([CH3:57])[c:50]([CH:52]3[O:53][CH2:56][CH2:55][O:54]3)[cH:51]2)[O:17][CH:18]([CH2:37][O:38][CH2:39][c:40]2[cH:41][cH:42][cH:43][cH:44][cH:45]2)[CH:19]([O:29][CH2:30][c:31]2[cH:32][cH:33][cH:34][cH:35][cH:36]2)[CH:20]1[O:21][CH2:22][c:23]1[cH:24][cH:25][cH:26][cH:27][cH:28]1.[ClH:66].[O:1]1[CH2:2][CH2:3][CH2:4][CH2:5]1.[OH2:67]>>[CH2:6]([c:7]1[cH:8][cH:9][cH:10][cH:11][cH:12]1)[O:13][CH:14]1[C:15]([OH:16])([c:46]2[c:47]([O:58][CH2:59][c:60]3[cH:61][cH:62][cH:63][cH:64][cH:65]3)[cH:48][c:49]([CH3:57])[c:50]([CH:52]=[O:53])[cH:51]2)[O:17][CH:18]([CH2:37][O:38][CH2:39][c:40]2[cH:41][cH:42][cH:43][cH:44][cH:45]2)[CH:19]([O:29][CH2:30][c:31]2[cH:32][cH:33][cH:34][cH:35][cH:36]2)[CH:20]1[O:21][CH2:22][c:23]1[cH:24][cH:25][cH:26][cH:27][cH:28]1. The reactants are O=C([O-])[O-], CN(C)C=O, [Cs+], [Cs+], BrCCCOc1ccccc1, COc1ccc(S(=O)(=O)N2CCc3ccccc32)cc1O. The product is COc1ccc(S(=O)(=O)N2CCc3ccccc32)cc1OCCCOc1ccccc1. Reaction SMILES: [C:33](=[O:34])([O-:35])[O-:36].[CH3:39][N:40]([CH3:41])[CH:42]=[O:43].[Cs+:37].[Cs+:38].[O:22]([c:23]1[cH:24][cH:25][cH:26][cH:27][cH:28]1)[CH2:29][CH2:30][CH2:31][Br:32].[OH:1][c:2]1[cH:3][c:4]([S:10](=[O:11])(=[O:12])[N:13]2[CH2:14][CH2:15][c:16]3[cH:17][cH:18][cH:19][cH:20][c:21]32)[cH:5][cH:6][c:7]1[O:8][CH3:9]>>[O:1]([c:2]1[cH:3][c:4]([S:10](=[O:11])(=[O:12])[N:13]2[CH2:14][CH2:15][c:16]3[cH:17][cH:18][cH:19][cH:20][c:21]32)[cH:5][cH:6][c:7]1[O:8][CH3:9])[CH2:31][CH2:30][CH2:29][O:22][c:23]1[cH:24][cH:25][cH:26][cH:27][cH:28]1. The reagents and catalysts are [Br-].C(CCC)[N+](CCCC)(CCCC)CCCC (tetrabutylammonium bromide). Isolated yield 40.0%. Solvent: O (H2O), C1CCCCC1 (cyclohexane). The reactants are [Mn](=O)(=O)(=O)[O-].[K+] (potassium permanganate), COC(=O)[C@H]1CC=CC[C@H]1C ((1S, 6R)-1-methoxycarbonyl-6-methylcyclohex-3-ene), S(=O)(=O)(O)[O-].[Na+] (sodium hydrogen-sulfate). Product: COC(=O)[C@H]1CC(C[C@H]1C)=O ((3S, 4R)-3-methoxycarbonyl-4-methylcyclopentanone). Reaction conditions: time 4 hour. Reported procedure: In a stream of nitrogen gas, 3.33 g of (1S, 6R)-1-methoxycarbonyl-6-methylcyclohex-3-ene was dissolved in 100 ml of cyclohexane, and the solution was added to a aqueous solution prepared by dissolving 13.5 g of potassium permanganate and 1.39 g of tetrabutylammonium bromide in 100 ml of H2O. The mixture was vigorously stirred for 4 hours at room temperature. To the reaction mixture was added 10 g of sodium hydrogen-sulfate, and the precipitate was filtered off. After the cyclohexane layer of the... Reaction SMILES: [CH3:1][O:2][C:3]([C@@H:5]1[C@H:10]([CH3:11])[CH2:9][CH:8]=[CH:7]C1)=[O:4].[Mn]([O-])(=O)(=O)=[O:13].[K+].S([O-])(O)(=O)=O.[Na+]>C1CCCCC1.[Br-].C([N+](CCCC)(CCCC)CCCC)CCC.O>[CH3:1][O:2][C:3]([C@@H:5]1[C@H:10]([CH3:11])[CH2:9][C:8](=[O:13])[CH2:7]1)=[O:4] |f:1.2,3.4,6.7|.